From a dataset of the Open Reaction Database (ORD), a public repository of structured organic reaction records. describe an organic reaction: reactants, conditions, products, and yield Reactants: C(C1=CC=CC=C1)C1C(=CC(O1)=O)O (5-benzyl-4-hydroxy-5H-furan-2-one), N1C=C(C2=CC=CC=C12)CCNC(C)=O (N-[2-(1H-indol-3-yl)-ethyl]-acetamide). Product: C(C1=CC=CC=C1)C1C(=C(C(O1)=O)C(CC(C)C)C=1NC2=CC=CC=C2C1CCNC(C)=O)O (N-(2-{2-[1-(5-Benzyl-4-hydroxy-2-oxo-2,5-dihydro-furan-3-yl)-3-methyl-butyl]-1H-indol-3-yl}-ethyl)-acetamide). As a reaction SMILES: [CH2:1]([CH:8]1[O:12][C:11](=[O:13])[CH:10]=[C:9]1[OH:14])[C:2]1[CH:7]=[CH:6][CH:5]=[CH:4][CH:3]=1.[NH:15]1[C:23]2[C:18](=[CH:19][CH:20]=[CH:21][CH:22]=2)[C:17]([CH2:24][CH2:25][NH:26][C:27](=[O:29])[CH3:28])=[CH:16]1>>[CH2:1]([CH:8]1[O:12][C:11](=[O:13])[C:10]([CH:8]([C:16]2[NH:15][C:23]3[C:18]([C:17]=2[CH2:24][CH2:25][NH:26][C:27](=[O:29])[CH3:28])=[CH:19][CH:20]=[CH:21][CH:22]=3)[CH2:1][CH:2]([CH3:7])[CH3:3])=[C:9]1[OH:14])[C:2]1[CH:3]=[CH:4][CH:5]=[CH:6][CH:7]=1. Procedure details: Using general procedure C, 5-benzyl-4-hydroxy-5H-furan-2-one (Lit. 13) was reacted with 3-methyl-butyraldehydeand and N-[2-(1H-indol-3-yl)-ethyl]-acetamide) to give the title compound as a yellow solid. MS: 459.1 ([M−H ]−). Starting materials: [Si](C)(C)(C(C)(C)C)OCC=1C=C(COC=2C=C(C=CC2)C(CCCC(C)(O)C)C)C=CC1COC(C(C)(C)C)(C)C (6-{3-[3-(tert-butyldimethylsilanyloxymethyl)-4-(1,1,2,2-tetramethylpropoxymethyl)benzyloxy]phenyl}-2-methylheptan-2-ol), [F-].C(CCC)[N+](CCCC)(CCCC)CCCC (tetrabutylammonium fluoride). The solvent is C1CCOC1 (THF). Product: OCC=1C=C(COC=2C=C(C=CC2)C(CCCC(C)(O)C)C)C=CC1CO (6-[3-(3,4-bis-Hydroxymethylbenzyloxy)phenyl]-2-methylheptan-2-ol). As a reaction SMILES: [Si]([O:8][CH2:9][C:10]1[CH:11]=[C:12]([CH:30]=[CH:31][C:32]=1[CH2:33][O:34]C(C)(C)C(C)(C)C)[CH2:13][O:14][C:15]1[CH:16]=[C:17]([CH:21]([CH3:29])[CH2:22][CH2:23][CH2:24][C:25]([CH3:28])([OH:27])[CH3:26])[CH:18]=[CH:19][CH:20]=1)(C(C)(C)C)(C)C.[F-].C([N+](CCCC)(CCCC)CCCC)CCC>C1COCC1>[OH:8][CH2:9][C:10]1[CH:11]=[C:12]([CH:30]=[CH:31][C:32]=1[CH2:33][OH:34])[CH2:13][O:14][C:15]1[CH:16]=[C:17]([CH:21]([CH3:29])[CH2:22][CH2:23][CH2:24][C:25]([CH3:26])([OH:27])[CH3:28])[CH:18]=[CH:19][CH:20]=1 |f:1.2|. Procedure: In a manner similar to Example 3(i), by reacting 50 mg (0.08 mmol) of 6-{3-[3-(tert-butyldimethylsilanyloxymethyl)-4-(1,1,2,2-tetramethylpropoxymethyl)benzyloxy]phenyl}-2-methylheptan-2-ol with 0.17 ml of tetrabutylammonium fluoride 1M/THF, a colourless oil (m=29 mg; Y=94%) is obtained.